From a dataset of the Open Reaction Database (ORD), a public repository of structured organic reaction records. describe an organic reaction: reactants, conditions, products, and yield Reactants: 3-chloro-2-butenone, O1CCCC1 (tetrahydrofuran), ice, [Cl-].[Na+] (sodium chloride), C(C)(C)[N-]C(C)C.[Li+] (lithium diisopropylamide), C(C)(C)NC(C)C (diisopropylamine), C(CCC)[Li] (n-butyllithium), O1CCCC1 (tetrahydrofuran), COC1=CC=C2CCC(C2=C1)=O (6-methoxy-1-indanone), O1CCCC1 (tetrahydrofuran). Solvent: CCCCCC (hexane). Reaction conditions: time 30 minute. Product: COC1=CC=C2CC(C(C2=C1)=O)C(C)C(C)=O (rac-6-methoxy-2-(3-oxo-2-butyl)-1-indanone). Isolated yield 37.0%. As a reaction SMILES: C([N-]C(C)C)(C)C.[Li+].C(NC(C)C)(C)C.[CH2:16]([Li])[CH2:17][CH2:18][CH3:19].[CH3:21][O:22][C:23]1[CH:31]=[C:30]2[C:26]([CH2:27][CH2:28][C:29]2=[O:32])=[CH:25][CH:24]=1.[Cl-].[Na+].[O:35]1CCCC1>CCCCCC>[CH3:21][O:22][C:23]1[CH:31]=[C:30]2[C:26]([CH2:27][CH:28]([CH:17]([C:18](=[O:35])[CH3:19])[CH3:16])[C:29]2=[O:32])=[CH:25][CH:24]=1 |f:0.1,5.6|. Procedure: A lithium diisopropylamide solution, freshly prepared from 3.12 ml of diisopropylamine and 13.8 ml of 1.6N n-butyllithium in hexane, in 40 ml of anhydrous tetrahydrofuran was added dropwise while stirring to a solution, cooled to -70°, of 2.96 g of 6-methoxy-1-indanone in 300 ml of anhydrous tetrahydrofuran. The mixture was stirred at this temperature for an additional 30 minutes and a solution of 2.03 ml of 3-chloro-2-butenone dissolved in 40 ml of anhydrous tetrahydrofuran was subsequently add... Reactants: CC1=C(c2ccc(C(=O)N3Cc4ccc(C(=O)O)n4Cc4ccccc43)cc2)CCCC1, CN(C)C=O, CN1CCNCC1, CCOC(C)=O, CCN(C(C)C)C(C)C, O=C(Cl)C(=O)Cl, ClCCl. Product: CC1=C(c2ccc(C(=O)N3Cc4ccc(C(=O)N5CCN(C)CC5)n4Cc4ccccc43)cc2)CCCC1. Reaction SMILES: [CH3:1][C:2]1=[C:3]([c:8]2[cH:9][cH:10][c:11]([C:12](=[O:13])[N:14]3[CH2:15][c:16]4[n:17]([c:25]([C:28](=[O:29])[OH:30])[cH:26][cH:27]4)[CH2:18][c:19]4[c:20]3[cH:21][cH:22][cH:23][cH:24]4)[cH:31][cH:32]2)[CH2:4][CH2:5][CH2:6][CH2:7]1.[CH3:39][N:40]([CH3:41])[CH:42]=[O:43].[CH3:44][N:45]1[CH2:46][CH2:47][NH:48][CH2:49][CH2:50]1.[CH3:63][CH2:64][O:65][C:66](=[O:67])[CH3:68].[CH:51]([N:52]([CH2:53][CH3:54])[CH:55]([CH3:56])[CH3:57])([CH3:58])[CH3:59].[Cl:33][C:34]([C:35]([Cl:36])=[O:37])=[O:38].[Cl:60][CH2:61][Cl:62]>>[CH3:1][C:2]1=[C:3]([c:8]2[cH:9][cH:10][c:11]([C:12](=[O:13])[N:14]3[CH2:15][c:16]4[n:17]([c:25]([C:28](=[O:30])[N:48]5[CH2:47][CH2:46][N:45]([CH3:44])[CH2:50][CH2:49]5)[cH:26][cH:27]4)[CH2:18][c:19]4[c:20]3[cH:21][cH:22][cH:23][cH:24]4)[cH:31][cH:32]2)[CH2:4][CH2:5][CH2:6][CH2:7]1. Starting materials: BrCCCCBr, O=C([O-])[O-], COC(=O)CC#N, [K+], [K+], CN(C)C=O. Product: COC(=O)C1(C#N)CCCC1. Reaction SMILES: [Br:14][CH2:15][CH2:16][CH2:17][CH2:18][Br:19].[C:8](=[O:9])([O-:10])[O-:11].[CH3:1][O:2][C:3](=[O:4])[CH2:5][C:6]#[N:7].[K+:12].[K+:13].[O:20]=[CH:21][N:22]([CH3:23])[CH3:24]>>[CH3:1][O:2][C:3](=[O:4])[C:5]1([C:6]#[N:7])[CH2:15][CH2:16][CH2:17][CH2:18]1. Starting materials: ClC1CC2=C(SC3=C1C=C(C=C3)F)C=CC(=C2)C (10-chloro-8-fluoro-10,11-dihydro-2-methyl-dibenzo[b,f]thiepin), N1(CCNCC1)CCN1C(OCC1)=O (3-[2-(1-piperazinyl)-ethyl]-2-oxazolidinone). As a reaction SMILES: Cl[CH:2]1[C:8]2[CH:9]=[C:10]([F:13])[CH:11]=[CH:12][C:7]=2[S:6][C:5]2[CH:14]=[CH:15][C:16]([CH3:18])=[CH:17][C:4]=2[CH2:3]1.[N:19]1([CH2:25][CH2:26][N:27]2[CH2:31][CH2:30][O:29][C:28]2=[O:32])[CH2:24][CH2:23][NH:22][CH2:21][CH2:20]1>C(Cl)(Cl)Cl>[F:13][C:10]1[CH:11]=[CH:12][C:7]2[S:6][C:5]3[CH:14]=[CH:15][C:16]([CH3:18])=[CH:17][C:4]=3[CH2:3][CH:2]([N:22]3[CH2:23][CH2:24][N:19]([CH2:25][CH2:26][N:27]4[CH2:31][CH2:30][O:29][C:28]4=[O:32])[CH2:20][CH2:21]3)[C:8]=2[CH:9]=1. Procedure details: 17.6 g of 10-chloro-8-fluoro-10,11-dihydro-2-methyl-dibenzo[b,f]thiepin are heated for 20 hours under reflux conditions together with 27.3 g of 3-[2-(1-piperazinyl)-ethyl]-2-oxazolidinone in 100 ml of chloroform. After evaporation of the chloroform, the residue is mixed with ice, benzene and aqueous sodium hydroxide solution and again mixed well. The benzene phase is acidified with 6 N aqueous hydrochloric acid and maintained in an ice bath for 30 minutes. The precripitate, which is formed, is f... Solvent: C(Cl)(Cl)Cl (chloroform). Product: FC=1C=CC2=C(C(CC3=C(S2)C=CC(=C3)C)N3CCN(CC3)CCN3C(OCC3)=O)C1 (3-{2-[4-(8-fluoro-10,11-dihydro-2-methyl-dibenzo [b,f]thiepin-10-yl)-1-piperazinyl]-ethyl}-2-oxazolidinone). Procedure details: The title compound is prepared analogously as described in Example 105B from N-(6-methoxy-pyridin-3-yl)-pyrimidine-4,6-diamine and 2,6-dichlorophenyl isocyanate. RXN SMILES: [CH3:1][O:2][C:3]1[N:8]=[CH:7][C:6]([NH:9][C:10]2[CH:15]=[C:14]([NH2:16])[N:13]=[CH:12][N:11]=2)=[CH:5][CH:4]=1.[Cl:17][C:18]1[CH:23]=[CH:22][CH:21]=[C:20]([Cl:24])[C:19]=1[N:25]=[C:26]=[O:27]>>[Cl:17][C:18]1[CH:23]=[CH:22][CH:21]=[C:20]([Cl:24])[C:19]=1[NH:25][C:26]([NH:16][C:14]1[CH:15]=[C:10]([NH:9][C:6]2[CH:7]=[N:8][C:3]([O:2][CH3:1])=[CH:4][CH:5]=2)[N:11]=[CH:12][N:13]=1)=[O:27]. The product is ClC1=C(C(=CC=C1)Cl)NC(=O)NC1=NC=NC(=C1)NC=1C=NC(=CC1)OC (1-(2,6-Dichloro-phenyl)-3-[6-(6-methoxy-pyridin-3-ylamino)-pyrimidin-4-yl]-urea). Reactants: COC1=CC=C(C=N1)NC1=NC=NC(=C1)N (N-(6-methoxy-pyridin-3-yl)-pyrimidine-4,6-diamine), ClC1=C(C(=CC=C1)Cl)N=C=O (2,6-dichlorophenyl isocyanate). Reactants: Cl (HCl), ClC=1C(=CC(=NC1)F)C1=CN=CC(=N1)N(CC1CCOCC1)C (6-(5-chloro-2-fluoropyridin-4-yl)-N-methyl-N-((tetrahydro-2H-pyran-4-yl)methyl)pyrazin-2-amine), C(C)(C)(C)OC(NC[C@@H]1CC[C@H](CC1)N)=O (tert-butyl(trans-4-aminocyclohexyl)methylcarbamate), crude intermediate. Run in CS(=O)C (DMSO), CS(=O)C (DMSO). Run at temperature 102.5 celsius, time 18 hour. The product is NC[C@@H]1CC[C@H](CC1)NC1=NC=C(C(=C1)C1=CN=CC(=N1)N(CC1CCOCC1)C)Cl (6-(2-(trans-4-(aminomethyl)cyclohexylamino)-5-chloropyridin-4-yl)-N-methyl-N-((tetrahydro-2H-pyran-4-yl)methyl)pyrazin-2-amine). Yield: 77.9%. As a reaction SMILES: [Cl:1][C:2]1[C:3]([C:9]2[N:14]=[C:13]([N:15]([CH3:23])[CH2:16][CH:17]3[CH2:22][CH2:21][O:20][CH2:19][CH2:18]3)[CH:12]=[N:11][CH:10]=2)=[CH:4][C:5](F)=[N:6][CH:7]=1.C(OC(=O)[NH:30][CH2:31][C@H:32]1[CH2:37][CH2:36][C@H:35]([NH2:38])[CH2:34][CH2:33]1)(C)(C)C.Cl>CS(C)=O>[NH2:30][CH2:31][C@H:32]1[CH2:37][CH2:36][C@H:35]([NH:38][C:5]2[CH:4]=[C:3]([C:9]3[N:14]=[C:13]([N:15]([CH3:23])[CH2:16][CH:17]4[CH2:22][CH2:21][O:20][CH2:19][CH2:18]4)[CH:12]=[N:11][CH:10]=3)[C:2]([Cl:1])=[CH:7][N:6]=2)[CH2:34][CH2:33]1. Procedure details: A mixture of 6-(5-chloro-2-fluoropyridin-4-yl)-N-methyl-N-((tetrahydro-2H-pyran-4-yl)methyl)pyrazin-2-amine (15 mg, 0.045 mmol), DMSO (0.4 ml), and tert-butyl(trans-4-aminocyclohexyl)methylcarbamate (92 mg, 0.401 mmol) was stirred at 100-105° C. for 18 hours, and the reaction progress was followed by LCMS. To the crude intermediate was added 6 M aq.HCl (120 μl, 0.720 mmol) and heated at 80° C. for 40 minutes, and the reaction progress was followed by LCMS. The reaction mixture was let cool, adde... The reactants are FC=1C=C(C=O)C=CC1C=1SC2=NC(=CC=C2N1)C1(CC1)C1=CC=CC=C1 (3-fluoro-4-(5-(1-phenylcyclopropyl)thiazolo[5,4-b]pyridin-2-yl)benzaldehyde), C(C)[Mg]Br (ethylmagnesium bromide). Run in O1CCCC1 (tetrahydrofuran), C(C)(C)(C)OC (t-butylmethyl ether). Reaction conditions: temperature 0 celsius, time 5 minute. Product: FC=1C=C(C=CC1C=1SC2=NC(=CC=C2N1)C1(CC1)C1=CC=CC=C1)C(CC)O (1-(3-fluoro-4-(5-(1-phenylcyclopropyl)thiazolo[5,4-b]pyridin-2-yl)phenyl)propan-1-ol). Reaction SMILES: [F:1][C:2]1[CH:3]=[C:4]([CH:7]=[CH:8][C:9]=1[C:10]1[S:11][C:12]2[C:17]([N:18]=1)=[CH:16][CH:15]=[C:14]([C:19]1([C:22]3[CH:27]=[CH:26][CH:25]=[CH:24][CH:23]=3)[CH2:21][CH2:20]1)[N:13]=2)[CH:5]=[O:6].[CH2:28]([Mg]Br)[CH3:29]>O1CCCC1.C(OC)(C)(C)C>[F:1][C:2]1[CH:3]=[C:4]([CH:5]([OH:6])[CH2:28][CH3:29])[CH:7]=[CH:8][C:9]=1[C:10]1[S:11][C:12]2[C:17]([N:18]=1)=[CH:16][CH:15]=[C:14]([C:19]1([C:22]3[CH:23]=[CH:24][CH:25]=[CH:26][CH:27]=3)[CH2:20][CH2:21]1)[N:13]=2. Reported procedure: To a mixture of 3-fluoro-4-(5-(1-phenylcyclopropyl)thiazolo[5,4-b]pyridin-2-yl)benzaldehyde (1.00 g, 2.7 mmol) in tetrahydrofuran (20 ml) at 0° C. was added ethylmagnesium bromide soln in t-butylmethyl ether. (4.0 ml, 4.0 mmol) dropwise over 5 min. The reaction was allowed to stir 20 min at 0° C. The reaction was quenched with NH4Cl aq. sat soln. The solid was removed by filtration. The filtrate was concentrated and purified by silica gel chromatography: ISCO, 120 g column, 20-30% EtOAc/Hex, fol...